The task is: describe an organic reaction: reactants, conditions, products, and yield. This data is from the Open Reaction Database (ORD), a public repository of structured organic reaction records. Starting materials: C(C1=CC=CC=C1)N1N=CC(=C1)C1=NC=2N=C(N(C(C2N1)=O)CCC)Cl (8-(1-Benzyl-1H-pyrazol-4-yl)-2-chloro-1-propyl-1,7-dihydro-purin-6-one), C(C)(C)N(CC)C(C)C (Diisopropyl ethyl amine), FC(C1=CC=C(CN)C=C1)(F)F (4-Trifluoromethyl-benzylamine). The solvent is CN1CCCC1=O (NMP). Run at temperature 110 celsius. The product is C(C1=CC=CC=C1)N1N=CC(=C1)C1=NC=2N=C(N(C(C2N1)=O)CCC)NC (8-(1-Benzyl-1H-pyrazol-4-yl)-2-methylamino-1-propyl-1,7-dihydro-purin-6-one). Isolated yield 44.5%. RXN SMILES: [CH2:1]([N:8]1[CH:12]=[C:11]([C:13]2[NH:21][C:20]3[C:19](=[O:22])[N:18]([CH2:23][CH2:24][CH3:25])[C:17](Cl)=[N:16][C:15]=3[N:14]=2)[CH:10]=[N:9]1)[C:2]1[CH:7]=[CH:6][CH:5]=[CH:4][CH:3]=1.[CH:27]([N:30](C(C)C)CC)(C)C.FC(F)(F)C1C=CC(CN)=CC=1>CN1C(=O)CCC1>[CH2:1]([N:8]1[CH:12]=[C:11]([C:13]2[NH:21][C:20]3[C:19](=[O:22])[N:18]([CH2:23][CH2:24][CH3:25])[C:17]([NH:30][CH3:27])=[N:16][C:15]=3[N:14]=2)[CH:10]=[N:9]1)[C:2]1[CH:7]=[CH:6][CH:5]=[CH:4][CH:3]=1. Procedure details: To a solution of 8-(1-Benzyl-1H-pyrazol-4-yl)-2-chloro-1-propyl-1,7-dihydro-purin-6-one (0.05 g, 0.136 mmol) in NMP (1 ml) under argon was added Diisopropyl ethyl amine (0.035 g, 0.27 mmol) and 4-Trifluoromethyl-benzylamine (0.035 g, 0.203 mmol). The reaction mixture was heated at 110° C. for overnight. The reaction mixture concentrated under reduced pressure. The residue was obtained was purified by preparative HPLC to obtain 8-(1-Benzyl-1H-pyrazol-4-yl)-2-methylamino-1-propyl-1,7-dihydro-purin... Reactants: CCO, [Cl-], N, [NH4+], O=C(O)CN1C(=O)CSC1=S, Cc1ccccc1Nc1nc(C=O)cs1. Product: Cc1ccccc1Nc1nc(C=C2SC(=S)N(CC(=O)O)C2=O)cs1. As a reaction SMILES: [CH3:30][CH2:31][OH:32].[Cl-:27].[NH3:29].[NH4+:28].[S:16]1[C:17](=[S:18])[N:19]([CH2:23][C:24](=[O:25])[OH:26])[C:20](=[O:21])[CH2:22]1.[c:1]1([CH3:15])[c:2]([NH:7][c:8]2[s:9][cH:10][c:11]([CH:13]=[O:14])[n:12]2)[cH:3][cH:4][cH:5][cH:6]1>>[c:1]1([CH3:15])[c:2]([NH:7][c:8]2[s:9][cH:10][c:11]([CH:13]=[C:22]3[S:16][C:17](=[S:18])[N:19]([CH2:23][C:24](=[O:25])[OH:26])[C:20]3=[O:21])[n:12]2)[cH:3][cH:4][cH:5][cH:6]1. Reactants: [Br-], CC(C)(C)c1ccc(C[P+](c2ccccc2)(c2ccccc2)c2ccccc2)cc1NC(=O)CC1c2ccccc2Oc2ccccc21, O=C(CCCC1CCCCC1)COCc1ccccc1, C[Si](C)(C)[N-][Si](C)(C)C, CCOC(C)=O, [Cl-], [NH4+], [Na+], C1CCOC1. The product is CC(C)(C)c1ccc(C=C(CCCC2CCCCC2)COCc2ccccc2)cc1NC(=O)CC1c2ccccc2Oc2ccccc21. As a reaction SMILES: [Br-:1].[C:2]([CH3:3])([CH3:4])([CH3:5])[c:6]1[c:7]([NH:32][C:33]([CH2:34][CH:35]2[c:36]3[cH:37][cH:38][cH:39][cH:40][c:41]3[O:42][c:43]3[cH:44][cH:45][cH:46][cH:47][c:48]32)=[O:49])[cH:8][c:9]([CH2:12][P+:13]([c:14]2[cH:15][cH:16][cH:17][cH:18][cH:19]2)([c:20]2[cH:21][cH:22][cH:23][cH:24][cH:25]2)[c:26]2[cH:27][cH:28][cH:29][cH:30][cH:31]2)[cH:10][cH:11]1.[CH2:60]([c:61]1[cH:62][cH:63][cH:64][cH:65][cH:66]1)[O:67][CH2:68][C:69]([CH2:70][CH2:71][CH2:72][CH:73]1[CH2:74][CH2:75][CH2:76][CH2:77][CH2:78]1)=[O:79].[CH3:50][Si:51]([CH3:52])([CH3:53])[N-:54][Si:55]([CH3:56])([CH3:57])[CH3:58].[CH3:87][CH2:88][O:89][C:90](=[O:91])[CH3:92].[Cl-:80].[NH4+:81].[Na+:59].[O:82]1[CH2:83][CH2:84][CH2:85][CH2:86]1>>[C:2]([CH3:3])([CH3:4])([CH3:5])[c:6]1[c:7]([NH:32][C:33]([CH2:34][CH:35]2[c:36]3[cH:37][cH:38][cH:39][cH:40][c:41]3[O:42][c:43]3[cH:44][cH:45][cH:46][cH:47][c:48]32)=[O:49])[cH:8][c:9]([CH:12]=[C:69]([CH2:68][O:67][CH2:60][c:61]2[cH:62][cH:63][cH:64][cH:65][cH:66]2)[CH2:70][CH2:71][CH2:72][CH:73]2[CH2:74][CH2:75][CH2:76][CH2:77][CH2:78]2)[cH:10][cH:11]1. The reactants are BrC=1N=C2C(=NC1)N(C=C2C(=O)NC(C)(C)C)COCC[Si](C)(C)C (2-bromo-N-tert-butyl-5-((2-(trimethylsilyl)ethoxy)methyl)-5H-pyrrolo[2,3-b]pyrazine-7-carboxamide), CC=1N=CC(=NC1)N (5-methylpyrazin-2-amine), C=1C=CC(=CC1)P(C=2C=CC=CC2)C3=CC=C4C=CC=CC4=C3C5=C6C=CC=CC6=CC=C5P(C=7C=CC=CC7)C=8C=CC=CC8 (BINAP), CC(C)([O-])C.[Na+] (sodium tert-butoxide). The reagents and catalysts are C(C)(=O)[O-].[Pd+2].C(C)(=O)[O-] (palladium (II) acetate). Solvent: O (water), CN(C)C=O (DMF), C1(=CC=CC=C1)C (toluene). Reaction conditions: temperature 140 celsius. The product is C(C)(C)(C)NC(=O)C1=CN(C2=NC=C(N=C21)NC2=NC=C(N=C2)C)COCC[Si](C)(C)C (N-tert-butyl-2-(5-methylpyrazin-2-ylamino)-5-((2-(trimethylsilyl)ethoxy)methyl)-5H-pyrrolo[2,3-b]pyrazine-7-carboxamide). Yield: 45.0%. As a reaction SMILES: Br[C:2]1[N:3]=[C:4]2[C:10]([C:11]([NH:13][C:14]([CH3:17])([CH3:16])[CH3:15])=[O:12])=[CH:9][N:8]([CH2:18][O:19][CH2:20][CH2:21][Si:22]([CH3:25])([CH3:24])[CH3:23])[C:5]2=[N:6][CH:7]=1.[CH3:26][C:27]1[N:28]=[CH:29][C:30]([NH2:33])=[N:31][CH:32]=1.C1C=CC(P(C2C(C3C(P(C4C=CC=CC=4)C4C=CC=CC=4)=CC=C4C=3C=CC=C4)=C3C(C=CC=C3)=CC=2)C2C=CC=CC=2)=CC=1.CC(C)([O-])C.[Na+]>CN(C=O)C.C1(C)C=CC=CC=1.O.C([O-])(=O)C.[Pd+2].C([O-])(=O)C>[C:14]([NH:13][C:11]([C:10]1[C:4]2[C:5](=[N:6][CH:7]=[C:2]([NH:33][C:30]3[CH:29]=[N:28][C:27]([CH3:26])=[CH:32][N:31]=3)[N:3]=2)[N:8]([CH2:18][O:19][CH2:20][CH2:21][Si:22]([CH3:25])([CH3:24])[CH3:23])[CH:9]=1)=[O:12])([CH3:17])([CH3:16])[CH3:15] |f:3.4,8.9.10|. Procedure details: A mixture of 2-bromo-N-tert-butyl-5-((2-(trimethylsilyl)ethoxy)methyl)-5H-pyrrolo[2,3-b]pyrazine-7-carboxamide (150 mg, 351 mol), 5-methylpyrazin-2-amine (57.4 mg, 526 mol), BINAP (10.9 mg, 17.5 mol), palladium (II) acetate (19.7 mg, 87.7 mol) and sodium tert-butoxide (84.3 mg, 877 mol) in added DMF (1 mL) and toluene (500 μL) was heated in a microwave at 140° C. for 20 min. The reaction mixture was diluted with water then extracted into ethyl acetate (3×). The combined organic extracts were was... Reaction SMILES: Cl[C:2]1[C:3]([C:9]#[N:10])=[N:4][C:5]([Cl:8])=[CH:6][N:7]=1.[C:11]1([CH:18]=[CH:17][C:15]([OH:16])=[CH:14][CH:13]=1)[OH:12].C(=O)([O-])[O-].[K+].[K+].Cl>CN(C)C=O.O.C(OCC)(=O)C>[Cl:8][C:5]1[N:4]=[C:3]([C:9]#[N:10])[C:2]([O:12][C:11]2[CH:18]=[CH:17][C:15]([OH:16])=[CH:14][CH:13]=2)=[N:7][CH:6]=1 |f:2.3.4|. Procedure: In 10 mL of dimethylformamide was dissolved 1.0 g of 3,6-dichloro-2-pyrazinecarbonitrile. After adding 0.7 g of hydroquinone and 1.74 g of potassium carbonate, the mixture thus obtained was stirred at room temperature for 30 minutes. The reaction mixture was poured into a mixture of 10 mL of ethyl acetate and 30 mL of water, pH was adjusted to 7 with 2 mol/L hydrochloric acid, and the organic layer was separated. The organic layer thus obtained was washed successively with water and saturated aq... The yield is 70.3%. Run in O (water), C(C)(=O)OCC (ethyl acetate), CN(C=O)C (dimethylformamide). Starting materials: Cl (hydrochloric acid), C1(O)=CC=C(O)C=C1 (hydroquinone), C([O-])([O-])=O.[K+].[K+] (potassium carbonate), ClC=1C(=NC(=CN1)Cl)C#N (3,6-dichloro-2-pyrazinecarbonitrile). Yields the product ClC1=CN=C(C(=N1)C#N)OC1=CC=C(C=C1)O (6-chloro-3-(4-hydroxyphenoxy)-2-pyrazinecarbonitrile). Conditions: time 30 minute. Reaction SMILES: [C:1]([C:3]1[CH:4]=[CH:5][C:6]2[O:10][C:9]([C:11]([OH:13])=O)=[CH:8][C:7]=2[CH:14]=1)#[N:2].[NH2:15][C:16]1[CH:21]=[CH:20][C:19]([O:22][CH2:23][C:24]([O-:26])=[O:25])=[C:18]([O:27][CH2:28][C:29]([O:31][C:32]([CH3:35])([CH3:34])[CH3:33])=[O:30])[CH:17]=1>>[C:1]([C:3]1[CH:4]=[CH:5][C:6]2[O:10][C:9]([C:11]([NH:15][C:16]3[CH:21]=[CH:20][C:19]([O:22][CH2:23][C:24]([O:26][C:3]([CH3:4])([CH3:14])[CH3:1])=[O:25])=[C:18]([O:27][CH2:28][C:29]([O:31][C:32]([CH3:35])([CH3:34])[CH3:33])=[O:30])[CH:17]=3)=[O:13])=[CH:8][C:7]=2[CH:14]=1)#[N:2]. Reactants: Example 1 ( 2 ), C(#N)C=1C=CC2=C(C=C(O2)C(=O)O)C1 (5-cyano-2-benzofurancarboxylic acid), NC1=CC(=C(C=C1)OCC(=O)[O-])OCC(=O)OC(C)(C)C (t-butyl [(4-amino-o-phenylene)dioxy]diacetate). Yield: 169.2%. Reported procedure: In the same manner as in Example 1 (2), 5-cyano-2-benzofurancarboxylic acid (200 mg, 1.07 mmol) and t-butyl [(4-amino-o-phenylene)dioxy]diacetate (415 mg, 1.17 mmol) were condensed and purified by silica gel column chromatography (n-hexane/ethyl acetate=3/1-1/1) to give 473 mg of di-t-butyl [[4-[(5-cyano-2-benzofuranyl)carbonylamino]-o-phenylene]dioxy]diacetate as a colorless solid (84%). Yields the product C(#N)C=1C=CC2=C(C=C(O2)C(=O)NC2=CC(=C(C=C2)OCC(=O)OC(C)(C)C)OCC(=O)OC(C)(C)C)C1 (di-t-butyl [[4-[(5-cyano-2-benzofuranyl)carbonylamino]-o-phenylene]dioxy]diacetate). The reactants are CO, CCO, ClCCl, [NH4+], [OH-], CCOC(=O)C(Cc1ccc(OCCCc2ccc3c(n2)NCCC3)cc1)Nc1nc2ccccc2s1. The product is O=C(O)C(Cc1ccc(OCCCc2ccc3c(n2)NCCC3)cc1)Nc1nc2ccccc2s1. RXN SMILES: [CH3:41][OH:42].[CH3:45][CH2:46][OH:47].[Cl:38][CH2:39][Cl:40].[NH4+:44].[OH-:43].[s:1]1[c:2]([NH:10][CH:11]([CH2:12][c:13]2[cH:14][cH:15][c:16]([O:19][CH2:20][CH2:21][CH2:22][c:23]3[n:24][c:25]4[c:30]([cH:31][cH:32]3)[CH2:29][CH2:28][CH2:27][NH:26]4)[cH:17][cH:18]2)[C:33](=[O:34])[O:35][CH2:36][CH3:37])[n:3][c:4]2[c:5]1[cH:6][cH:7][cH:8][cH:9]2>>[s:1]1[c:2]([NH:10][CH:11]([CH2:12][c:13]2[cH:14][cH:15][c:16]([O:19][CH2:20][CH2:21][CH2:22][c:23]3[n:24][c:25]4[c:30]([cH:31][cH:32]3)[CH2:29][CH2:28][CH2:27][NH:26]4)[cH:17][cH:18]2)[C:33](=[O:34])[OH:35])[n:3][c:4]2[c:5]1[cH:6][cH:7][cH:8][cH:9]2.